Dataset: the Open Reaction Database (ORD), a public repository of structured organic reaction records. Task: describe an organic reaction: reactants, conditions, products, and yield Reactants: Cl.CC=1C=2N(C=CN1)C(=NC2)N2CCNCC2 (8-methyl-3-(piperazin-1-yl)imidazo[1,5-a]pyrazine hydrochloride), Si Carbonate. Solvent: CO (methanol). The product is CC=1C=2N(C=CN1)C(=NC2)N2CCNCC2 (8-methyl-3-(piperazin-1-yl)imidazo[1,5-a]pyrazine). Yield: 76.6%. Reaction SMILES: Cl.[CH3:2][C:3]1[C:4]2[N:5]([C:9]([N:12]3[CH2:17][CH2:16][NH:15][CH2:14][CH2:13]3)=[N:10][CH:11]=2)[CH:6]=[CH:7][N:8]=1>CO>[CH3:2][C:3]1[C:4]2[N:5]([C:9]([N:12]3[CH2:17][CH2:16][NH:15][CH2:14][CH2:13]3)=[N:10][CH:11]=2)[CH:6]=[CH:7][N:8]=1 |f:0.1|. Procedure details: To 8-methyl-3-(piperazin-1-yl)imidazo[1,5-a]pyrazine hydrochloride (299 mg) in methanol was added a small amount of Si-Carbonate (Silicycle, Loading 0.7 mmol/g) and the solvent was removed under vacuum. The residue was put on a column with Si-carbonate (3 g), eluted with dichloromethane/methanol (4:1) to give 8-methyl-3-(piperazin-1-yl)imidazo[1,5-a]pyrazine (196 mg). The latter compound (50 mg) was transformed into 1-(4-(4-(8-methylimidazo[1,5-a]pyrazin-3-yl)piperazin-1-yl)piperidin-1-yl)ethano...